This data is from the Open Reaction Database (ORD), a public repository of structured organic reaction records. The task is: describe an organic reaction: reactants, conditions, products, and yield Reactants: CCOCCO, COCCOc1ccc2c(Cl)c(C#N)cnc2c1, Cl, Nc1ccc(Cl)cc1Cl, c1ccncc1. The product is COCCOc1ccc2c(Nc3ccc(Cl)cc3Cl)c(C#N)cnc2c1. As a reaction SMILES: [CH3:35][CH2:36][O:37][CH2:38][CH2:39][OH:40].[Cl:1][c:2]1[c:3]([C:17]#[N:18])[cH:4][n:5][c:6]2[cH:7][c:8]([O:12][CH2:13][CH2:14][O:15][CH3:16])[cH:9][cH:10][c:11]12.[ClH:28].[NH2:19][c:20]1[cH:21][cH:22][c:23]([Cl:24])[cH:25][c:26]1[Cl:27].[n:29]1[cH:30][cH:31][cH:32][cH:33][cH:34]1>>[c:2]1([NH:19][c:20]2[cH:21][cH:22][c:23]([Cl:24])[cH:25][c:26]2[Cl:27])[c:3]([C:17]#[N:18])[cH:4][n:5][c:6]2[cH:7][c:8]([O:12][CH2:13][CH2:14][O:15][CH3:16])[cH:9][cH:10][c:11]12. The reactants are ClC1=NC=CC=2OCCNC21 (5-chloro-3,4-dihydro-2H-pyrido[4,3-b][1,4]oxazine), BrC=1C=C(C(=O)Cl)C=C(C1OC)Br (3,5-dibromo-4-methoxy-benzoyl chloride), [H-].[Na+] (sodium hydride), oil. Run in C(CCC)OCCCC (butyl ether). Conditions: time 3.5 hour. The product is ClC1=NC=CC=2OCCN(C21)C(=O)C2=CC(=C(C(=C2)Br)OC)Br ((5-chloro-2,3-dihydro-pyrido[4,3-b][1,4]oxazin-4-yl)-(3,5-dibromo-4-methoxy-phenyl)-methanone). Yield: 49.7%. RXN SMILES: [Cl:1][C:2]1[C:11]2[NH:10][CH2:9][CH2:8][O:7][C:6]=2[CH:5]=[CH:4][N:3]=1.[H-].[Na+].[Br:14][C:15]1[CH:16]=[C:17]([CH:21]=[C:22]([Br:26])[C:23]=1[O:24][CH3:25])[C:18](Cl)=[O:19]>C(OCCCC)CCC>[Cl:1][C:2]1[C:11]2[N:10]([C:18]([C:17]3[CH:21]=[C:22]([Br:26])[C:23]([O:24][CH3:25])=[C:15]([Br:14])[CH:16]=3)=[O:19])[CH2:9][CH2:8][O:7][C:6]=2[CH:5]=[CH:4][N:3]=1 |f:1.2|. Reported procedure: In a 50 ml flask equipped with a reflux apparatus, 5-chloro-3,4-dihydro-2H-pyrido[4,3-b][1,4]oxazine (890 mg, 5.22 mmol) was dissolved in butyl ether (20 ml), and 60% sodium hydride in mineral oil (250 mg, 6.26 mmol) was added and stirred at 1250 for 3.5 hours. The mixture was cooled to room temperature and 3,5-dibromo-4-methoxy-benzoyl chloride (2.06 g, 6.26 mmol) was added thereto and then stirred at 1250 for 24 hours. The mixture was cooled to room temperature and filtered and evaporated unde... Reaction SMILES: [CH2:1]([O:3][C:4](=[O:19])[C:5]([CH3:18])([C:11]1[CH:16]=[CH:15][C:14]([CH3:17])=[CH:13][CH:12]=1)[CH2:6][CH2:7][CH2:8][CH2:9]Br)[CH3:2].[C:20]1([CH3:32])[CH:25]=[CH:24][C:23]([S:26]([CH2:29][N+:30]#[C-:31])(=[O:28])=[O:27])=[CH:22][CH:21]=1.[H-].[Na+]>[I-].C([N+](CCCC)(CCCC)CCCC)CCC.CS(C)=O.C(OCC)C>[CH2:1]([O:3][C:4](=[O:19])[C:5]([CH3:18])([C:11]1[CH:16]=[CH:15][C:14]([CH3:17])=[CH:13][CH:12]=1)[CH2:6][CH2:7][CH2:8][CH2:9][C:29]([N+:30]#[C-:31])([S:26]([C:23]1[CH:22]=[CH:21][C:20]([CH3:32])=[CH:25][CH:24]=1)(=[O:27])=[O:28])[CH2:9][CH2:8][CH2:7][CH2:6][C:5]([CH3:18])([C:11]1[CH:12]=[CH:13][C:14]([CH3:17])=[CH:15][CH:16]=1)[C:4]([O:3][CH2:1][CH3:2])=[O:19])[CH3:2] |f:2.3,4.5|. Run at time 24 hour. Yields the product C(C)OC(C(CCCCC(CCCCC(C(=O)OCC)(C1=CC=C(C=C1)C)C)(S(=O)(=O)C1=CC=C(C=C1)C)[N+]#[C-])(C1=CC=C(C=C1)C)C)=O (2,12-dimethyl-7-isocyano-2,12-di-p-tolyl-7-(toluene-4-sulfonyl)-tridecanedioic acid diethyl ester). Procedure: To a solution of 6-bromo-2-methyl-2-p-tolyl-hexanoic acid ethyl ester (21 g, 64.22 mmol), tetra-n-butylammonium iodide (2.37 g, 6.42 mmol), and p-toluene-sulphonylmethyl isocyanide (TosMIC, 6.26g, 32.11 mmol) in anhydrous DMSO (320 mL) and anhydrous diethyl ether (110 mL) was added sodium hydride (60% dispersion in mineral oil, 3.24 g, 80.92 mmol) at rt under N2 atmosphere. The reaction mixture was stirred for 24 h at rt, then carefully hydrolized with ice-water (600 mL) and extracted with dieth... The reagents and catalysts are [I-].C(CCC)[N+](CCCC)(CCCC)CCCC (tetra-n-butylammonium iodide). Run in CS(=O)C (DMSO), C(C)OCC (diethyl ether). The reactants are ice water, C(C)OC(C(CCCCBr)(C1=CC=C(C=C1)C)C)=O (6-bromo-2-methyl-2-p-tolyl-hexanoic acid ethyl ester), C1(=CC=C(C=C1)S(=O)(=O)C[N+]#[C-])C (p-toluene-sulphonylmethyl isocyanide), [H-].[Na+] (sodium hydride). The reactants are Br[Mg]c1ccccc1, C1CCOC1, COC(=O)C1CC(=O)CN1C(=O)OC(C)(C)C. Product: COC(=O)C1CC(O)(c2ccccc2)CN1C(=O)OC(C)(C)C. As a reaction SMILES: [Br:1][Mg:2][c:3]1[cH:4][cH:5][cH:6][cH:7][cH:8]1.[O:26]1[CH2:27][CH2:28][CH2:29][CH2:30]1.[O:9]=[C:10]1[CH2:11][CH:12]([C:22](=[O:23])[O:24][CH3:25])[N:13]([C:15](=[O:16])[O:17][C:18]([CH3:19])([CH3:20])[CH3:21])[CH2:14]1>>[c:3]1([C:10]2([OH:9])[CH2:11][CH:12]([C:22](=[O:23])[O:24][CH3:25])[N:13]([C:15](=[O:16])[O:17][C:18]([CH3:19])([CH3:20])[CH3:21])[CH2:14]2)[cH:4][cH:5][cH:6][cH:7][cH:8]1. Starting materials: CCCCO, COc1ccc(N2CCNCC2)cc1, CC(C)O, CN1CC(CCCl)OC1=O, [I-], [K+], [Na+], [Na+], O=C([O-])[O-]. Yields the product COc1ccc(N2CCN(CCC3CN(C)C(=O)O3)CC2)cc1. As a reaction SMILES: [CH2:33]([OH:34])[CH2:35][CH2:36][CH3:37].[CH3:1][O:2][c:3]1[cH:4][cH:5][c:6]([N:9]2[CH2:10][CH2:11][NH:12][CH2:13][CH2:14]2)[cH:7][cH:8]1.[CH3:38][CH:39]([OH:40])[CH3:41].[Cl:15][CH2:16][CH2:17][CH:18]1[CH2:19][N:20]([CH3:24])[C:21](=[O:23])[O:22]1.[I-:32].[K+:31].[Na+:25].[Na+:26].[O-:27][C:28](=[O:29])[O-:30]>>[CH3:1][O:2][c:3]1[cH:4][cH:5][c:6]([N:9]2[CH2:10][CH2:11][N:12]([CH2:16][CH2:17][CH:18]3[CH2:19][N:20]([CH3:24])[C:21](=[O:23])[O:22]3)[CH2:13][CH2:14]2)[cH:7][cH:8]1. The reactants are FC1=C(COC2=CC=C(C=C2)CC#N)C(=CC=C1)F ((4-(2,6-Difluorobenzyloxy)phenyl)-acetonitrile), [N-]=[N+]=[N-].[Na+] (NaN3), [NH4+].[Cl-] (NH4Cl). Run in CN(C)C=O (DMF). Reaction conditions: temperature 90 celsius. Yields the product FC1=C(COC2=CC=C(C=C2)CC2=NN=NN2)C(=CC=C1)F (5-((4-(2,6-Difluorobenzyloxy)phenyl)-methyl)-1H-tetrazole). As a reaction SMILES: [F:1][C:2]1[CH:18]=[CH:17][CH:16]=[C:15]([F:19])[C:3]=1[CH2:4][O:5][C:6]1[CH:11]=[CH:10][C:9]([CH2:12][C:13]#[N:14])=[CH:8][CH:7]=1.[N-:20]=[N+:21]=[N-:22].[Na+].[NH4+].[Cl-]>CN(C=O)C>[F:1][C:2]1[CH:18]=[CH:17][CH:16]=[C:15]([F:19])[C:3]=1[CH2:4][O:5][C:6]1[CH:7]=[CH:8][C:9]([CH2:12][C:13]2[NH:22][N:21]=[N:20][N:14]=2)=[CH:10][CH:11]=1 |f:1.2,3.4|. Procedure: A mixture of (4-(2,6-Difluorobenzyloxy)phenyl)-acetonitrile (Step A, 5 g, 19.3 mmol), NaN3 (1.3 g, 20 mmol), and NH4Cl (1.06 g, 20 mmol) in dry DMF (60 ml) was heated at 90° C. for 16 hours. The solvent was removed in vacuo and the oily residue was partitioned between EtOAc and water (acidified to pH 1 with conc. HCl). The organic layer was washed with water, dried over Na2SO4, filtered and concentrated to a brown semisolid. The purification was done by flash chromatography on silica gel column ...